Dataset: the Open Reaction Database (ORD), a public repository of structured organic reaction records. Task: describe an organic reaction: reactants, conditions, products, and yield Reactants: C(C)(C)(C)OC(C1=C(C=C(C=C1)C(CC(C(F)(F)F)(S)C1=CC(=CC(=C1)Cl)Cl)=O)C)=O (4-[3-(3,5-Dichloro-phenyl)-4,4,4-trifluoro-3-mercapto-butyryl]-2-methyl-benzoic acid tert-butyl ester), NOS(=O)(=O)O (Hydroxylamine-O-sulfonic acid), [OH-].[K+] (potassium hydroxide). The solvent is O1CCCC1 (tetrahydrofuran). Run at time 30 minute. Product: C(C)(C)(C)OC(C1=C(C=C(C=C1)C1=NSC(C1)(C(F)(F)F)C1=CC(=CC(=C1)Cl)Cl)C)=O (4-[5-(3,5-Dichloro-phenyl)-5-trifluoromethyl-4,5-dihydro-isothiazol-3-yl]-2-methyl-benzoic acid tert-butyl ester). As a reaction SMILES: [C:1]([O:5][C:6](=[O:31])[C:7]1[CH:12]=[CH:11][C:10]([C:13](=O)[CH2:14][C:15]([C:21]2[CH:26]=[C:25]([Cl:27])[CH:24]=[C:23]([Cl:28])[CH:22]=2)([SH:20])[C:16]([F:19])([F:18])[F:17])=[CH:9][C:8]=1[CH3:30])([CH3:4])([CH3:3])[CH3:2].[NH2:32]OS(O)(=O)=O.[OH-].[K+]>O1CCCC1>[C:1]([O:5][C:6](=[O:31])[C:7]1[CH:12]=[CH:11][C:10]([C:13]2[CH2:14][C:15]([C:21]3[CH:26]=[C:25]([Cl:27])[CH:24]=[C:23]([Cl:28])[CH:22]=3)([C:16]([F:19])([F:18])[F:17])[S:20][N:32]=2)=[CH:9][C:8]=1[CH3:30])([CH3:4])([CH3:3])[CH3:2] |f:2.3|. Reported procedure: To a solution of 4-[3-(3,5-Dichloro-phenyl)-4,4,4-trifluoro-3-mercapto-butyryl]-2-methyl-benzoic acid tert-butyl ester (1.875 g) in tetrahydrofuran (6 mL) was added a solution of Hydroxylamine-O-sulfonic acid (2 equiv.) in a solution of potassium hydroxide (1.2 g in 75 mL of water). After stirring at room temperature for 30 minutes, the mixture was quenched with a solution of hydrochloric acid (1N), extracted with ethyl acetate and washed with brine. The collected organic phases were dried over ... Reactants: 11.8, S1C(=CC=C1)C(=O)C=1C(=C(C=CC1)C)Cl (2-chloro-m-tolyl 2-thienyl ketone), BrN1C(CCC1=O)=O (N-bromosuccinimide), C(C1=CC=CC=C1)(=O)OOC(C1=CC=CC=C1)=O (benzoyl peroxide). Solvent: C(Cl)(Cl)(Cl)Cl (carbon tetrachloride). Product: S1C(=CC=C1)C(=O)C=1C(=C(C=CC1)CBr)Cl (α-bromo-2-chloro-m-tolyl 2-thienyl ketone). RXN SMILES: [S:1]1[CH:5]=[CH:4][CH:3]=[C:2]1[C:6]([C:8]1[C:9]([Cl:15])=[C:10]([CH3:14])[CH:11]=[CH:12][CH:13]=1)=[O:7].[Br:16]N1C(=O)CCC1=O.C(OOC(=O)C1C=CC=CC=1)(=O)C1C=CC=CC=1>C(Cl)(Cl)(Cl)Cl>[S:1]1[CH:5]=[CH:4][CH:3]=[C:2]1[C:6]([C:8]1[C:9]([Cl:15])=[C:10]([CH2:14][Br:16])[CH:11]=[CH:12][CH:13]=1)=[O:7]. Procedure: A mixture of 11.8 parts of 2-chloro-m-tolyl 2-thienyl ketone, 8.9 parts of N-bromosuccinimide, 100 parts of carbon tetrachloride and 0.25 parts of benzoyl peroxide is stirred and refluxed for 2 hours. The precipitated succinimide is filtered off and washed on the filter with carbon tetrachloride. The filtrate is dried and evaporated, yielding α-bromo-2-chloro-m-tolyl 2-thienyl ketone as a residue. The reactants are C(C)(C)C=1C=CC(=NC1)S(=O)(=O)N(C1=CC=C(C=C1)C)CC(=O)O ([(5-isopropyl-pyridine-2-sulfonyl)-p-tolyl-amino]-acetic acid), C(C)NCC1=NC=CC=C1 (ethyl-pyridin-2-ylmethyl-amine). Yields the product C(C)N(C(CN(C1=CC=C(C=C1)C)S(=O)(=O)C1=NC=C(C=C1)C(C)C)=O)CC1=NC=CC=C1 (N-Ethyl-2-[(5-isopropyl-pyridine-2-sulfonyl)-p-tolyl-amino]-N-pyridin-2-ylmethyl-acetamide). Reaction SMILES: [CH:1]([C:4]1[CH:5]=[CH:6][C:7]([S:10]([N:13]([CH2:21][C:22](O)=[O:23])[C:14]2[CH:19]=[CH:18][C:17]([CH3:20])=[CH:16][CH:15]=2)(=[O:12])=[O:11])=[N:8][CH:9]=1)([CH3:3])[CH3:2].[CH2:25]([NH:27][CH2:28][C:29]1[CH:34]=[CH:33][CH:32]=[CH:31][N:30]=1)[CH3:26]>>[CH2:25]([N:27]([CH2:28][C:29]1[CH:34]=[CH:33][CH:32]=[CH:31][N:30]=1)[C:22](=[O:23])[CH2:21][N:13]([S:10]([C:7]1[CH:6]=[CH:5][C:4]([CH:1]([CH3:2])[CH3:3])=[CH:9][N:8]=1)(=[O:11])=[O:12])[C:14]1[CH:15]=[CH:16][C:17]([CH3:20])=[CH:18][CH:19]=1)[CH3:26]. Reported procedure: prepared by reaction of [(5-isopropyl-pyridine-2-sulfonyl)-p-tolyl-amino]-acetic acid with ethyl-pyridin-2-ylmethyl-amine Starting materials: Cc1ccc2cccc(OCc3c(Cl)ccc(N(C)C(=O)CNC(=O)C=Cc4ccc(NC(=O)CCCBr)cc4)c3Cl)c2n1, O=C([O-])[O-], CN(C)C=O, [K+], [K+], O. The product is Cc1ccc2cccc(OCc3c(Cl)ccc(N(C)C(=O)CNC(=O)C=Cc4ccc(N5CCCC5=O)cc4)c3Cl)c2n1. RXN SMILES: [Br:1][CH2:2][CH2:3][CH2:4][C:5](=[O:6])[NH:7][c:8]1[cH:9][cH:10][c:11]([CH:12]=[CH:13][C:14](=[O:15])[NH:16][CH2:17][C:18](=[O:19])[N:20]([CH3:21])[c:22]2[c:23]([Cl:42])[c:24]([CH2:25][O:26][c:27]3[cH:28][cH:29][cH:30][c:31]4[cH:32][cH:33][c:34]([CH3:37])[n:35][c:36]34)[c:38]([Cl:41])[cH:39][cH:40]2)[cH:43][cH:44]1.[C:45](=[O:46])([O-:47])[O-:48].[CH3:52][N:53]([CH3:54])[CH:55]=[O:56].[K+:49].[K+:50].[OH2:51]>>[CH2:2]1[CH2:3][CH2:4][C:5](=[O:6])[N:7]1[c:8]1[cH:9][cH:10][c:11]([CH:12]=[CH:13][C:14](=[O:15])[NH:16][CH2:17][C:18](=[O:19])[N:20]([CH3:21])[c:22]2[c:23]([Cl:42])[c:24]([CH2:25][O:26][c:27]3[cH:28][cH:29][cH:30][c:31]4[cH:32][cH:33][c:34]([CH3:37])[n:35][c:36]34)[c:38]([Cl:41])[cH:39][cH:40]2)[cH:43][cH:44]1.